This data is from the Open Reaction Database (ORD), a public repository of structured organic reaction records. The task is: describe an organic reaction: reactants, conditions, products, and yield Reactants: O=C1OC2CC1CCC2Br, C1CCOC1, CO, N. The product is NC(=O)C1CCC(Br)C(O)C1. RXN SMILES: [Br:1][CH:2]1[CH2:3][CH2:4][CH:5]2[C:6](=[O:10])[O:7][CH:8]1[CH2:9]2.[CH2:14]1[O:15][CH2:16][CH2:17][CH2:18]1.[CH3:12][OH:13].[NH3:11]>>[Br:1][CH:2]1[CH2:3][CH2:4][CH:5]([C:6](=[O:10])[NH2:11])[CH2:9][CH:8]1[OH:7]. Product: CCn1cnc2c1c(=O)n(CCCCCC(C)(C)O)c(=O)n2CC. Reactants: CC(C)(O)CCCCCBr, CCn1cnc2c1c(=O)[nH]c(=O)n2CC, CN(C)C=O. Reaction SMILES: [Br:16][CH2:17][CH2:18][CH2:19][CH2:20][CH2:21][C:22]([CH3:23])([CH3:24])[OH:25].[CH2:1]([CH3:2])[n:3]1[c:4](=[O:15])[nH:5][c:6](=[O:14])[c:7]2[n:8]([CH2:12][CH3:13])[cH:9][n:10][c:11]12.[CH3:26][N:27]([CH3:28])[CH:29]=[O:30]>>[CH2:1]([CH3:2])[n:3]1[c:4](=[O:15])[n:5]([CH2:17][CH2:18][CH2:19][CH2:20][CH2:21][C:22]([CH3:23])([CH3:24])[OH:25])[c:6](=[O:14])[c:7]2[n:8]([CH2:12][CH3:13])[cH:9][n:10][c:11]12. Starting materials: ClC1=CC=C(C=C1)S(=O)(=O)CC1=CC=NC=C1 (4-(4-Chlorophenylsulfonylmethyl)pyridine), C(C1=CC=CC=C1)N1CCC(CC1)O (1-benzylpiperidin-4-ol), C(#N)C=P(CCCC)(CCCC)CCCC (cyanomethylenetri-n-butylphosphorane), C(C1=CC=CC=C1)N1CCC(CC1)O (1-benzylpiperidin-4-ol), C(#N)C=P(CCCC)(CCCC)CCCC (cyanomethylenetri-n-butylphosphorane). The solvent is C1(=CC=CC=C1)C (toluene). The product is C(C1=CC=CC=C1)N1CCC(CC1)C(C1=CC=NC=C1)S(=O)(=O)C1=CC=C(C=C1)Cl (4-[(1-Benzylpiperidin-4-yl)(4-chlorophenylsulfonyl)methyl]pyridine). As a reaction SMILES: [Cl:1][C:2]1[CH:7]=[CH:6][C:5]([S:8]([CH2:11][C:12]2[CH:17]=[CH:16][N:15]=[CH:14][CH:13]=2)(=[O:10])=[O:9])=[CH:4][CH:3]=1.[CH2:18]([N:25]1[CH2:30][CH2:29][CH:28](O)[CH2:27][CH2:26]1)[C:19]1[CH:24]=[CH:23][CH:22]=[CH:21][CH:20]=1.C(C=P(CCCC)(CCCC)CCCC)#N>C1(C)C=CC=CC=1>[CH2:18]([N:25]1[CH2:30][CH2:29][CH:28]([CH:11]([S:8]([C:5]2[CH:6]=[CH:7][C:2]([Cl:1])=[CH:3][CH:4]=2)(=[O:10])=[O:9])[C:12]2[CH:13]=[CH:14][N:15]=[CH:16][CH:17]=2)[CH2:27][CH2:26]1)[C:19]1[CH:24]=[CH:23][CH:22]=[CH:21][CH:20]=1. Procedure details: A toluene (5 ml) solution of the 4-(4-chlorophenylsulfonylmethyl)pyridine (70 mg, 0.261 mmol) obtained in Example 119, 1-benzylpiperidin-4-ol (103 mg, 0.538 mmol) and cyanomethylenetri-n-butylphosphorane (129 mg, 0.538 mol) was heated under reflux for 3 days under an argon atmosphere. After cooling to room temperature, the reaction mixture was added with 1-benzylpiperidin-4-ol (103 mg, 0.538 mmol) and cyanomethylenetri-n-butylphosphorane (129 mg, 0.538 mol), followed by heating under reflux for ... Reactants: ClC=1C(=C2N(C=CC=C2)C1)C(=O)OCC (ethyl 2-chloropyrolo [1,2-a]pyridin-1-carboxylate), C(O)([O-])=O.[Na+] (sodium hydrogen carbonate). The solvent is O (water), S(O)(O)(=O)=O (sulfuric acid). Yields the product ClC=1C=C2N(C=CC=C2)C1 (2-Chloropyrrolo[1,2-a]pyridine). RXN SMILES: [Cl:1][C:2]1[C:3](C(OCC)=O)=[C:4]2[CH:9]=[CH:8][CH:7]=[CH:6][N:5]2[CH:10]=1.C(=O)([O-])O.[Na+]>O.S(=O)(=O)(O)O>[Cl:1][C:2]1[CH:3]=[C:4]2[CH:9]=[CH:8][CH:7]=[CH:6][N:5]2[CH:10]=1 |f:1.2|. Reported procedure: To a suspension of 0.20 g of ethyl 2-chloropyrolo [1,2-a]pyridin-1-carboxylate in 10 ml of water, 1.5 ml of sulfuric acid is added and refluxed for 3 hours. After cooling, the mixture is neutralized with an aqueous saturated sodium hydrogen carbonate solution and extracted with ethyl acetate. The extract is dried on anhydrous sodium sulfate and distilled to remove ethyl acetate. The residue is purified by silica gel chromatography (eluent: ethyl acetate-hexane) to give crystals of the title comp... Reactants: CC=CCNc1cc(C(=O)O)cc(S(N)(=O)=O)c1Sc1ccc(NC(C)=O)cc1, [Na+], [OH-]. Yields the product CC=CCNc1cc(C(=O)O)cc(S(N)(=O)=O)c1Sc1ccc(N)cc1. As a reaction SMILES: [C:1](=[O:2])([CH3:3])[NH:4][c:5]1[cH:6][cH:7][c:8]([S:11][c:12]2[c:13]([NH:25][CH2:26][CH:27]=[CH:28][CH3:29])[cH:14][c:15]([C:16](=[O:17])[OH:18])[cH:19][c:20]2[S:21]([NH2:22])(=[O:23])=[O:24])[cH:9][cH:10]1.[Na+:31].[OH-:30]>>[NH2:4][c:5]1[cH:6][cH:7][c:8]([S:11][c:12]2[c:13]([NH:25][CH2:26][CH:27]=[CH:28][CH3:29])[cH:14][c:15]([C:16](=[O:17])[OH:18])[cH:19][c:20]2[S:21]([NH2:22])(=[O:23])=[O:24])[cH:9][cH:10]1. Reactants: [Na+], O=[N+]([O-])[O-], O=C(O)C(F)(F)F, COC(=O)c1cccc(C)c1O. The product is COC(=O)c1cc([N+](=O)[O-])cc(C)c1O. RXN SMILES: [Na+:13].[O-:14][N+:15]([O-:16])=[O:17].[OH:18][C:19]([C:20]([F:21])([F:22])[F:23])=[O:24].[OH:1][c:2]1[c:3]([C:4](=[O:5])[O:6][CH3:7])[cH:8][cH:9][cH:10][c:11]1[CH3:12]>>[OH:1][c:2]1[c:3]([C:4](=[O:5])[O:6][CH3:7])[cH:8][c:9]([N+:15](=[O:14])[O-:16])[cH:10][c:11]1[CH3:12]. Reactants: ice water, C(C1=CC=CC=C1)OC1=CC=C(C=C1)C1=CC(=NN1C1=CC=C(C=C1)OC)O (5-[4-(benzyloxy)phenyl]-3-hydroxy-1-(4-methoxyphenyl)-1H-pyrazole), BrCC(C)C (1-bromo-2-methylpropane), C([O-])([O-])=O.[K+].[K+] (potassium carbonate). The solvent is CN(C)C=O (DMF). Run at temperature 100 celsius, time 1 hour. Product: C(C1=CC=CC=C1)OC1=CC=C(C=C1)C1=CC(=NN1C1=CC=C(C=C1)OC)OCC(C)C (5-[4-(benzyloxy)phenyl]-3-isobutoxy-1-(4-methoxyphenyl)-1H-pyrazole). Isolated yield 95.0%. RXN SMILES: [CH2:1]([O:8][C:9]1[CH:14]=[CH:13][C:12]([C:15]2[N:19]([C:20]3[CH:25]=[CH:24][C:23]([O:26][CH3:27])=[CH:22][CH:21]=3)[N:18]=[C:17]([OH:28])[CH:16]=2)=[CH:11][CH:10]=1)[C:2]1[CH:7]=[CH:6][CH:5]=[CH:4][CH:3]=1.Br[CH2:30][CH:31]([CH3:33])[CH3:32].C(=O)([O-])[O-].[K+].[K+]>CN(C=O)C>[CH2:1]([O:8][C:9]1[CH:10]=[CH:11][C:12]([C:15]2[N:19]([C:20]3[CH:25]=[CH:24][C:23]([O:26][CH3:27])=[CH:22][CH:21]=3)[N:18]=[C:17]([O:28][CH2:30][CH:31]([CH3:33])[CH3:32])[CH:16]=2)=[CH:13][CH:14]=1)[C:2]1[CH:7]=[CH:6][CH:5]=[CH:4][CH:3]=1 |f:2.3.4|. Procedure details: A suspension of 5-[4-(benzyloxy)phenyl]-3-hydroxy-1-(4-methoxyphenyl)-1H-pyrazole (1.5 g), 1-bromo-2-methylpropane (2.76 g) and anhydrous potassium carbonate (1.67 g) in DMF (10 ml) was added stirred at 100° C. for 1 hour. The mixture was poured into ice water and extracted with AcOEt. The organic layer was washed with H2O, saturated aqueous sodium chloride solution, dried over magnesium sulfate, and concentrated invacuo. The residue was purified by silica gel column chromatography eluted with A... The reactants are COC(=O)c1cc(-c2ccc(C)cc2)c(OCc2ccccc2)c(C(C)(C)C)c1, C1CCOC1, CCOCC, C[Si](C)(C)Cl, CO, [Cl-], Cl, [Li+], [Li]C, [NH4+], [OH-], O, O. Yields the product CC(=O)c1cc(-c2ccc(C)cc2)c(OCc2ccccc2)c(C(C)(C)C)c1. As a reaction SMILES: [CH2:1]([c:2]1[cH:3][cH:4][cH:5][cH:6][cH:7]1)[O:8][c:9]1[c:10]([C:26]([CH3:27])([CH3:28])[CH3:29])[cH:11][c:12]([C:22]([O:24][CH3:23])=[O:25])[cH:13][c:14]1-[c:15]1[cH:16][cH:17][c:18]([CH3:21])[cH:19][cH:20]1.[CH2:43]1[O:44][CH2:45][CH2:46][CH2:47]1.[CH2:48]([O:49][CH2:50][CH3:51])[CH3:52].[CH3:36][Si:37]([Cl:38])([CH3:39])[CH3:40].[CH3:54][OH:55].[Cl-:41].[ClH:33].[Li+:32].[Li:34][CH3:35].[NH4+:42].[OH-:31].[OH2:30].[OH2:53]>>[CH2:1]([c:2]1[cH:3][cH:4][cH:5][cH:6][cH:7]1)[O:8][c:9]1[c:10]([C:26]([CH3:27])([CH3:28])[CH3:29])[cH:11][c:12]([C:22](=[O:24])[CH3:36])[cH:13][c:14]1-[c:15]1[cH:16][cH:17][c:18]([CH3:21])[cH:19][cH:20]1. The reactants are c1ccc(OP(Oc2ccccc2)Oc2ccccc2)cc1, OC(c1ccccc1)(c1ccccc1)c1ccccc1, c1ccncc1, c1c[nH]cn1. Product: c1ccc(C(c2ccccc2)(c2ccccc2)n2ccnc2)cc1. Reaction SMILES: [P:1]([O:2][c:3]1[cH:4][cH:5][cH:6][cH:7][cH:8]1)([O:9][c:10]1[cH:11][cH:12][cH:13][cH:14][cH:15]1)[O:16][c:17]1[cH:18][cH:19][cH:20][cH:21][cH:22]1.[c:28]1([C:34]([OH:35])([c:36]2[cH:37][cH:38][cH:39][cH:40][cH:41]2)[c:42]2[cH:43][cH:44][cH:45][cH:46][cH:47]2)[cH:29][cH:30][cH:31][cH:32][cH:33]1.[cH:48]1[cH:49][cH:50][n:51][cH:52][cH:53]1.[nH:23]1[cH:24][n:25][cH:26][cH:27]1>>[n:23]1([C:34]([c:28]2[cH:29][cH:30][cH:31][cH:32][cH:33]2)([c:36]2[cH:37][cH:38][cH:39][cH:40][cH:41]2)[c:42]2[cH:43][cH:44][cH:45][cH:46][cH:47]2)[cH:24][n:25][cH:26][cH:27]1.